Dataset: the Open Reaction Database (ORD), a public repository of structured organic reaction records. Task: describe an organic reaction: reactants, conditions, products, and yield The reactants are O=C(O)Cc1ccccc1C1CCCC1, NC1CCN(CCc2ccccc2)C1. Product: O=C(Cc1ccccc1C1CCCC1)NC1CCN(CCc2ccccc2)C1. As a reaction SMILES: [CH:1]1([c:6]2[c:7]([CH2:12][C:13](=[O:14])[OH:15])[cH:8][cH:9][cH:10][cH:11]2)[CH2:2][CH2:3][CH2:4][CH2:5]1.[NH2:16][CH:17]1[CH2:18][N:19]([CH2:22][CH2:23][c:24]2[cH:25][cH:26][cH:27][cH:28][cH:29]2)[CH2:20][CH2:21]1>>[CH:1]1([c:6]2[c:7]([CH2:12][C:13](=[O:15])[NH:16][CH:17]3[CH2:18][N:19]([CH2:22][CH2:23][c:24]4[cH:25][cH:26][cH:27][cH:28][cH:29]4)[CH2:20][CH2:21]3)[cH:8][cH:9][cH:10][cH:11]2)[CH2:2][CH2:3][CH2:4][CH2:5]1. Starting materials: CN1C(=NC(=C1C(=O)O)C(=O)O)NC(C)C (1-methyl-2-isopropylamino-4,5-dicarboxyimidazole). Run in CN(C(C)=O)C (N,N-dimethylacetamide). Reaction conditions: temperature 180 celsius. Yields the product CN1C(=NC(=C1)C(=O)O)NC(C)C (1-methyl-2-isopropylamino-4-carboxyimidazole). Isolated yield 88.0%. Reaction SMILES: [CH3:1][N:2]1[C:6](C(O)=O)=[C:5]([C:10]([OH:12])=[O:11])[N:4]=[C:3]1[NH:13][CH:14]([CH3:16])[CH3:15]>CN(C)C(=O)C>[CH3:1][N:2]1[CH:6]=[C:5]([C:10]([OH:12])=[O:11])[N:4]=[C:3]1[NH:13][CH:14]([CH3:16])[CH3:15]. Procedure details: A mixture of 1-methyl-2-isopropylamino-4,5-dicarboxyimidazole (910 mg; 4 mmol) and 20 ml of N,N-dimethylacetamide is heated at 180° C. under argon for three hours. The solvent is evaporated under reduced pressure; the residue, taken up with minimum ethanol, is precipitated with tetrahydrofuran. The mother liquors are concentrated until precipitation is obtained. The 1-methyl-2-isopropylamino-4-carboxyimidazole is obtained with a yield of 88%.